This data is from the Open Reaction Database (ORD), a public repository of structured organic reaction records. The task is: describe an organic reaction: reactants, conditions, products, and yield The reactants are NC1=C(C(=O)NC2=CC=C(C=C2)Br)C=CC=C1Cl (2-amino-N-(4-bromophenyl)-3-chlorobenzamide), OCCOC1=C(C=C(C=O)C=C1C)C (4-(2-hydroxyethoxy)-3,5-dimethylbenzaldehyde). The reagents and catalysts are [Cu](Cl)Cl (copper (II) chloride). Run in C(C)O (ethanol). Product: BrC1=CC=C(C=C1)N1C(=NC2=C(C=CC=C2C1=O)Cl)C1=CC(=C(C(=C1)C)OCCO)C (3-(4-bromophenyl)-8-chloro-2-(4-(2-hydroxyethoxy)-3,5-dimethylphenyl)quinazolin-4(3H)-one). As a reaction SMILES: [NH2:1][C:2]1[C:17]([Cl:18])=[CH:16][CH:15]=[CH:14][C:3]=1[C:4]([NH:6][C:7]1[CH:12]=[CH:11][C:10]([Br:13])=[CH:9][CH:8]=1)=[O:5].[OH:19][CH2:20][CH2:21][O:22][C:23]1[C:30]([CH3:31])=[CH:29][C:26]([CH:27]=O)=[CH:25][C:24]=1[CH3:32]>C(O)C.[Cu](Cl)Cl>[Br:13][C:10]1[CH:9]=[CH:8][C:7]([N:6]2[C:4](=[O:5])[C:3]3[C:2](=[C:17]([Cl:18])[CH:16]=[CH:15][CH:14]=3)[N:1]=[C:27]2[C:26]2[CH:29]=[C:30]([CH3:31])[C:23]([O:22][CH2:21][CH2:20][OH:19])=[C:24]([CH3:32])[CH:25]=2)=[CH:12][CH:11]=1. Reported procedure: To a solution of 2-amino-N-(4-bromophenyl)-3-chlorobenzamide (0.52 g, 1.60 mmol) and 4-(2-hydroxyethoxy)-3,5-dimethylbenzaldehyde (0.31 g, 1.60 mmol) in anhydrous ethanol (20 mL), anhydrous copper (II) chloride (0.86 g, 6.40 mmol) was added and the reaction mixture was refluxed for 16 hours. The solvent was evaporated in vacuo, water (100 mL) was then added, and the product was extracted with ethyl acetate (200 mL). The organic phase was separated, washed with water (2×100 mL), then brine (100 m... Reactants: ClC1=CC=C(C=C1)S(=O)(=O)CC1=C(C=CC(=C1)F)F (2-[(4-chlorophenyl)sulfonylmethyl]-1,4-difluorobenzene), [Si](C1=CC=CC=C1)(C1=CC=CC=C1)(C(C)(C)C)OCCN(C(OC(C)(C)C)=O)CCO (t-butyl N-[2-(t-butyldiphenylsilyloxy)ethyl]-N-(2-hydroxyethyl)carbamate), C(C)(=O)OCC (ethyl acetate), [Si](C1=CC=CC=C1)(C1=CC=CC=C1)(C(C)(C)C)OCCN(C(OC(C)(C)C)=O)CCO (t-butyl N-[2-(t-butyldiphenylsilyloxy)ethyl]-N-(2-hydroxyethyl)carbamate), C(#N)C=P(CCCC)(CCCC)CCCC (cyanomethylenetri-n-butylphosphorane), C(#N)C=P(CCCC)(CCCC)CCCC (cyanomethylenetri-n-butylphosphorane). Solvent: C1(=CC=CC=C1)C (toluene). The product is [Si](C1=CC=CC=C1)(C1=CC=CC=C1)(C(C)(C)C)OCCN(C(OC(C)(C)C)=O)CCC(C1=C(C=CC(=C1)F)F)S(=O)(=O)C1=CC=C(C=C1)Cl (t-Butyl N-[2-(t-Butyldiphenylsilyloxy)ethyl]-N-[3-[(4-chlorophenyl)sulfonyl]-3-(2,5-difluorophenyl)propyl]carbamate). The yield is 95.2%. Reaction SMILES: [Cl:1][C:2]1[CH:7]=[CH:6][C:5]([S:8]([CH2:11][C:12]2[CH:17]=[C:16]([F:18])[CH:15]=[CH:14][C:13]=2[F:19])(=[O:10])=[O:9])=[CH:4][CH:3]=1.[Si:20]([O:37][CH2:38][CH2:39][N:40]([CH2:48][CH2:49]O)[C:41](=[O:47])[O:42][C:43]([CH3:46])([CH3:45])[CH3:44])([C:33]([CH3:36])([CH3:35])[CH3:34])([C:27]1[CH:32]=[CH:31][CH:30]=[CH:29][CH:28]=1)[C:21]1[CH:26]=[CH:25][CH:24]=[CH:23][CH:22]=1.C(C=P(CCCC)(CCCC)CCCC)#N.C(OCC)(=O)C>C1(C)C=CC=CC=1>[Si:20]([O:37][CH2:38][CH2:39][N:40]([CH2:48][CH2:49][CH:11]([S:8]([C:5]1[CH:6]=[CH:7][C:2]([Cl:1])=[CH:3][CH:4]=1)(=[O:10])=[O:9])[C:12]1[CH:17]=[C:16]([F:18])[CH:15]=[CH:14][C:13]=1[F:19])[C:41](=[O:47])[O:42][C:43]([CH3:46])([CH3:45])[CH3:44])([C:33]([CH3:34])([CH3:36])[CH3:35])([C:27]1[CH:32]=[CH:31][CH:30]=[CH:29][CH:28]=1)[C:21]1[CH:22]=[CH:23][CH:24]=[CH:25][CH:26]=1. Reported procedure: The 2-[(4-chlorophenyl)sulfonylmethyl]-1,4-difluorobenzene (500 mg, 1.65 mmol) obtained in Example 5 and t-butyl N-[2-(t-butyldiphenylsilyloxy)ethyl]-N-(2-hydroxyethyl)carbamate (950 mg, 2.14 mmol) were dissolved in toluene (20 ml), followed by the addition of cyanomethylenetri-n-butylphosphorane (600 mg, 2.49 mmol). Under an argon atmosphere, the resulting mixture was heated under reflux for 9 hours. After the reaction mixture was allowed to cool down, t-butyl N-[2-(t-butyldiphenylsilyloxy)ethy... The yield is 28.7%. Procedure details: 4-(4-benzyloxy-3-isopropylphenoxy)-7-iodo-5-methylindane (214 mg), potassium cyanide (60 mg), bis(dibenzylidenacetone)palladium (4 mg), 1,1′-bis(diphenylphosphino) ferrocene (8 mg), and 1-methyl-2-pyrrolidone (2 mL) were stirred under an argon atmosphere at 80° C. overnight. Adding water, the reaction mixture was extracted with ethyl acetate, washed with brine, and dried over anhydrous magnesium sulfate. The solvent was removed under reduced pressure. The residue was purified by thin layer chrom... Run in CN1C(CCC1)=O (1-methyl-2-pyrrolidone). The reagents and catalysts are C1(=CC=CC=C1)P([C-]1C=CC=C1)C1=CC=CC=C1.[C-]1(C=CC=C1)P(C1=CC=CC=C1)C1=CC=CC=C1.[Fe+2] (1,1′-bis(diphenylphosphino) ferrocene). As a reaction SMILES: [CH2:1]([O:8][C:9]1[CH:26]=[CH:25][C:12]([O:13][C:14]2[C:22]([CH3:23])=[CH:21][C:20](I)=[C:19]3[C:15]=2[CH2:16][CH2:17][CH2:18]3)=[CH:11][C:10]=1[CH:27]([CH3:29])[CH3:28])[C:2]1[CH:7]=[CH:6][CH:5]=[CH:4][CH:3]=1.[C-:30]#[N:31].[K+]>C1(P(C2C=CC=CC=2)[C-]2C=CC=C2)C=CC=CC=1.[C-]1(P(C2C=CC=CC=2)C2C=CC=CC=2)C=CC=C1.[Fe+2].CN1CCCC1=O>[CH2:1]([O:8][C:9]1[CH:26]=[CH:25][C:12]([O:13][C:14]2[C:15]3[CH2:16][CH2:17][CH2:18][C:19]=3[C:20]([C:30]#[N:31])=[CH:21][C:22]=2[CH3:23])=[CH:11][C:10]=1[CH:27]([CH3:29])[CH3:28])[C:2]1[CH:7]=[CH:6][CH:5]=[CH:4][CH:3]=1 |f:1.2,3.4.5|. Reactants: C(C1=CC=CC=C1)OC1=C(C=C(OC2=C3CCCC3=C(C=C2C)I)C=C1)C(C)C (4-(4-benzyloxy-3-isopropylphenoxy)-7-iodo-5-methylindane), [C-]#N.[K+] (potassium cyanide), bis(dibenzylidenacetone)palladium. Product: C(C1=CC=CC=C1)OC1=C(C=C(OC2=C(C=C(C=3CCCC23)C#N)C)C=C1)C(C)C (7-(4-benzyloxy-3-isopropylphenoxy)-6-methylindan-4-carbonitrile).